From a dataset of the Open Reaction Database (ORD), a public repository of structured organic reaction records. describe an organic reaction: reactants, conditions, products, and yield The reactants are NC=1SC=C(N1)/C(/C(=O)O)=N/OC(C1=CC(=C(C=C1)O)O)C(=O)OC(C1=CC=CC=C1)C1=CC=CC=C1 (2-(2-aminothiazol-4-yl)-2-(Z)-[diphenylmethyloxycarbonyl(3,4-dihydroxyphenyl)methyl]oxyiminoacetic acid), C1(CCCCC1)N=C=NC1CCCCC1 (dicyclohexylcarbodiimide), ON1N=NC2=C1C=CC=C2 (N-hydroxybenzotriazole). Run in O1CCCC1 (tetrahydrofuran). Conditions: time 1 hour. Yields the product NC=1SC=C(N1)/C(/C(=O)ON1N=NC2=C1C=CC=C2)=N/OC(C2=CC(=C(C=C2)O)O)C(=O)OC(C2=CC=CC=C2)C2=CC=CC=C2 (Benzotriazol-1-yl 2-(2-aminothiazol-4-yl)-2-(Z)-[diphenylmethyloxycarbonyl(3,4-dihydroxyphenyl)methyl]oxyiminoacetate). Yield: 104.7%. RXN SMILES: [NH2:1][C:2]1[S:3][CH:4]=[C:5](/[C:7](=[N:11]/[O:12][CH:13]([C:22]([O:24][CH:25]([C:32]2[CH:37]=[CH:36][CH:35]=[CH:34][CH:33]=2)[C:26]2[CH:31]=[CH:30][CH:29]=[CH:28][CH:27]=2)=[O:23])[C:14]2[CH:19]=[CH:18][C:17]([OH:20])=[C:16]([OH:21])[CH:15]=2)/[C:8]([OH:10])=[O:9])[N:6]=1.C1(N=C=NC2CCCCC2)CCCCC1.O[N:54]1[C:58]2[CH:59]=[CH:60][CH:61]=[CH:62][C:57]=2[N:56]=[N:55]1>O1CCCC1>[NH2:1][C:2]1[S:3][CH:4]=[C:5](/[C:7](=[N:11]/[O:12][CH:13]([C:22]([O:24][CH:25]([C:26]2[CH:27]=[CH:28][CH:29]=[CH:30][CH:31]=2)[C:32]2[CH:33]=[CH:34][CH:35]=[CH:36][CH:37]=2)=[O:23])[C:14]2[CH:19]=[CH:18][C:17]([OH:20])=[C:16]([OH:21])[CH:15]=2)/[C:8]([O:10][N:54]2[C:58]3[CH:59]=[CH:60][CH:61]=[CH:62][C:57]=3[N:56]=[N:55]2)=[O:9])[N:6]=1. Procedure: A mixture of 2-(2-aminothiazol-4-yl)-2-(Z)-[diphenylmethyloxycarbonyl(3,4-dihydroxyphenyl)methyl]oxyiminoacetic acid (IIa) (779 mg, 1.5 mmol) [for the preparation of compound IIa see: Japan Kokai 88-99078 published 4/30/88], dicyclohexylcarbodiimide (DCC, 352 mg, 1.71 mmol), N-hydroxybenzotriazole (261 mg, 1.71 mmol) in tetrahydrofuran (THF) (6 ml) was stirred at room temperature for 1 hr and the resulting precipitate was filtered off. The filtrate was concentrated under reduced pressure to prov... Starting materials: CCC(CC)c1cc(C)nn2c(I)c(C)nc12, C1CCOC1, [Li]CCCC, CCCCCC, Cc1csc2cnccc12. Product: CCC(CC)c1cc(C)nn2c(-c3sc4cnccc4c3C)c(C)nc12. Reaction SMILES: [CH2:22]([CH3:23])[CH:24]([CH2:25][CH3:26])[c:27]1[c:28]2[n:29]([n:30][c:31]([CH3:33])[cH:32]1)[c:34]([I:38])[c:35]([CH3:37])[n:36]2.[CH2:39]1[O:40][CH2:41][CH2:42][CH2:43]1.[CH3:11][CH2:12][CH2:13][CH2:14][Li:15].[CH3:16][CH2:17][CH2:18][CH2:19][CH2:20][CH3:21].[CH3:1][c:2]1[cH:3][s:4][c:5]2[cH:6][n:7][cH:8][cH:9][c:10]12>>[CH3:1][c:2]1[c:3](-[c:34]2[n:29]3[c:28]([c:27]([CH:24]([CH2:22][CH3:23])[CH2:25][CH3:26])[cH:32][c:31]([CH3:33])[n:30]3)[n:36][c:35]2[CH3:37])[s:4][c:5]2[cH:6][n:7][cH:8][cH:9][c:10]12. Reactants: C(C1=CC=CC=C1)OC1=CC=C(C=C1)S(=O)(=O)N1C2C(OC(C1)CC2)=O (5-(4-benzyloxy-benzenesulfonyl)-2-oxa-5-aza-bicyclo[2.2.2]octan-3-one), [H][H] (hydrogen). Reagents/catalysts: [Pd] (Pd on charcoal). Run in C(C)(=O)OCC.CO (ethyl acetate methanol). Product: OC1=CC=C(C=C1)S(=O)(=O)N1C2C(OC(C1)CC2)=O (5-(4-hydroxy-benzenesulfonyl)-2-oxa-5-aza-bicyclo[2.2.2]octan-3-one). Yield: 104.6%. RXN SMILES: C([O:8][C:9]1[CH:14]=[CH:13][C:12]([S:15]([N:18]2[CH2:23][CH:22]3[CH2:24][CH2:25][CH:19]2[C:20](=[O:26])[O:21]3)(=[O:17])=[O:16])=[CH:11][CH:10]=1)C1C=CC=CC=1.[H][H]>[Pd].C(OCC)(=O)C.CO>[OH:8][C:9]1[CH:14]=[CH:13][C:12]([S:15]([N:18]2[CH2:23][CH:22]3[CH2:24][CH2:25][CH:19]2[C:20](=[O:26])[O:21]3)(=[O:17])=[O:16])=[CH:11][CH:10]=1 |f:3.4|. Procedure details: A mixture of 5-(4-benzyloxy-benzenesulfonyl)-2-oxa-5-aza-bicyclo[2.2.2]octan-3-one (1.0 g, 2.7 mmol), ethyl acetate-methanol (1:1, 100 mL) and 10% Pd on charcoal (0.22 g) was shaken under 50 psi of hydrogen for 1.5 h. Filtration through a pad of Celite and concentration of the filtrate in vacuo afforded 0.80 g of 5-(4-hydroxy-benzenesulfonyl)-2-oxa-5-aza-bicyclo[2.2.2]octan-3-one as a colorless solid. Reactants: NC1=CC=C(C=N1)/C=C/C(=O)N(C)CC1=CN(C2=C(C=CC=C12)C(=O)OC)C ((E)-3-(6-aminopyridin-3-yl)-N-(7-methoxycarbonyl-1-methyl-1H-indol-3-ylmethyl)-N-methylacrylamide), O1CCCC1 (tetrahydrofuran), [Li+].[OH-] (LiOH). Run in CO (methanol), O (water). Run at time 48 hour. Product: NC1=CC=C(C=N1)C=CC(=O)N(C)CC1=CN(C2=C(C=CC=C12)C(=O)O)C (3-(6-aminopyridin-3-yl)-N-(7-carboxy-1-methyl-1H-indol-3-ylmethyl)-N-methylacrylamide). The yield is 34.3%. RXN SMILES: [NH2:1][C:2]1[N:7]=[CH:6][C:5](/[CH:8]=[CH:9]/[C:10]([N:12]([CH2:14][C:15]2[C:23]3[C:18](=[C:19]([C:24]([O:26]C)=[O:25])[CH:20]=[CH:21][CH:22]=3)[N:17]([CH3:28])[CH:16]=2)[CH3:13])=[O:11])=[CH:4][CH:3]=1.O1CCCC1.[Li+].[OH-]>CO.O>[NH2:1][C:2]1[N:7]=[CH:6][C:5]([CH:8]=[CH:9][C:10]([N:12]([CH2:14][C:15]2[C:23]3[C:18](=[C:19]([C:24]([OH:26])=[O:25])[CH:20]=[CH:21][CH:22]=3)[N:17]([CH3:28])[CH:16]=2)[CH3:13])=[O:11])=[CH:4][CH:3]=1 |f:2.3|. Reported procedure: A solution of (E)-3-(6-aminopyridin-3-yl)-N-(7-methoxycarbonyl-1-methyl-1H-indol-3-ylmethyl)-N-methylacrylamide (76 mg, 0.2 mmole) in methanol (4 mL), water (2 mL), and tetrahydrofuran (2 mL) was treated with LiOH (39 mg, 1.6 mmole), and the reaction was stirred at ambient temperature for 48 h. The mixture was filtered, and the filtrate was acidified to pH 4.0-4.5 with 1.0 N HCl. The precipitate was collected, washed with water and dried giving the title compound (25 mg, 35%) as a white solid: M...